From a dataset of the Open Reaction Database (ORD), a public repository of structured organic reaction records. describe an organic reaction: reactants, conditions, products, and yield Reactants: O=C(O)C(CC1CCCCC1)N1Cc2c(F)cccc2C1=O, O=C(Nc1nccs1)C(CC1CCCCC1)N1Cc2ccccc2C1=O, Cl, Nc1ncc(Cl)s1. Product: O=C(Nc1ncc(Cl)s1)C(CC1CCCCC1)N1Cc2c(F)cccc2C1=O. Reaction SMILES: [CH:1]1([CH2:7][CH:8]([C:9](=[O:10])[OH:11])[N:12]2[C:13](=[O:22])[c:14]3[cH:15][cH:16][cH:17][c:18]([F:21])[c:19]3[CH2:20]2)[CH2:2][CH2:3][CH2:4][CH2:5][CH2:6]1.[CH:31]1([CH2:32][CH:33]([N:34]2[CH2:35][c:36]3[c:37]([cH:38][cH:39][cH:40][cH:41]3)[C:42]2=[O:43])[C:44]([NH:45][c:46]2[s:47][cH:48][cH:49][n:50]2)=[O:51])[CH2:52][CH2:53][CH2:54][CH2:55][CH2:56]1.[ClH:23].[NH2:24][c:25]1[s:26][c:27]([Cl:30])[cH:28][n:29]1>>[CH:1]1([CH2:7][CH:8]([C:9](=[O:11])[NH:24][c:25]2[s:26][c:27]([Cl:30])[cH:28][n:29]2)[N:12]2[C:13](=[O:22])[c:14]3[cH:15][cH:16][cH:17][c:18]([F:21])[c:19]3[CH2:20]2)[CH2:2][CH2:3][CH2:4][CH2:5][CH2:6]1. Reactants: [Br-], N#CCCCCCBr, OCCc1ccccc1, CCOC(C)=O, CCCC[N+](CCCC)(CCCC)CCCC, [Na+], C1CCOC1, [OH-], O. Yields the product N#CCCCCCOCCc1ccccc1. Reaction SMILES: [Br-:25].[Br:1][CH2:2][CH2:3][CH2:4][CH2:5][CH2:6][C:7]#[N:8].[CH2:9]([CH2:10][c:11]1[cH:12][cH:13][cH:14][cH:15][cH:16]1)[OH:17].[CH3:19][CH2:20][O:21][C:22](=[O:23])[CH3:24].[CH3:26][CH2:27][CH2:28][CH2:29][N+:30]([CH2:31][CH2:32][CH2:33][CH3:34])([CH2:35][CH2:36][CH2:37][CH3:38])[CH2:39][CH2:40][CH2:41][CH3:42].[Na+:49].[O:43]1[CH2:44][CH2:45][CH2:46][CH2:47]1.[OH-:48].[OH2:18]>>[CH2:2]([CH2:3][CH2:4][CH2:5][CH2:6][C:7]#[N:8])[O:17][CH2:9][CH2:10][c:11]1[cH:12][cH:13][cH:14][cH:15][cH:16]1. The reactants are COC(CC1=CC(=C(C=C1)O)N)=O (Methyl-2-(3-amino-4-hydroxyphenyl)acetate), C(OCC)(OCC)OCC (triethyl orthoformate). Run in O (Water). The product is COC(CC=1C=CC2=C(N=CO2)C1)=O (methyl-2-(benzo[d]oxazol-5-yl)acetate). Reaction SMILES: [CH3:1][O:2][C:3](=[O:13])[CH2:4][C:5]1[CH:10]=[CH:9][C:8]([OH:11])=[C:7]([NH2:12])[CH:6]=1.[CH:14](OCC)(OCC)OCC>O>[CH3:1][O:2][C:3](=[O:13])[CH2:4][C:5]1[CH:10]=[CH:9][C:8]2[O:11][CH:14]=[N:12][C:7]=2[CH:6]=1. Procedure: Methyl-2-(3-amino-4-hydroxyphenyl)acetate (1.39 g, 7.67 mmol) was combined at RT with triethyl orthoformate (10 ml). The reaction mixture was heated to reflux for 12 h and then cooled to RT. Water (70 mL) was added thereto and the reaction mixture was extracted with EA. The combined organic phases were dried over MgSO4 and filtered. The solvent was removed under a vacuum and the residue purified by means of column chromatography (n-hexane/EA=2:1).